This data is from the Open Reaction Database (ORD), a public repository of structured organic reaction records. The task is: describe an organic reaction: reactants, conditions, products, and yield Starting materials: C1CCOC1, Cl, COC(=O)c1ccc(C)c(-n2c(C)cc(OCc3ccc(F)cc3F)cc2=O)c1, [Na+], [OH-], O. Product: Cc1ccc(C(=O)O)cc1-n1c(C)cc(OCc2ccc(F)cc2F)cc1=O. Reaction SMILES: [CH2:33]1[O:34][CH2:35][CH2:36][CH2:37]1.[ClH:32].[F:1][c:2]1[c:3]([CH2:4][O:5][c:6]2[cH:7][c:8](=[O:24])[n:9](-[c:13]3[cH:14][c:15]([C:16](=[O:17])[O:18][CH3:19])[cH:20][cH:21][c:22]3[CH3:23])[c:10]([CH3:12])[cH:11]2)[cH:25][cH:26][c:27]([F:29])[cH:28]1.[Na+:31].[OH-:30].[OH2:38]>>[F:1][c:2]1[c:3]([CH2:4][O:5][c:6]2[cH:7][c:8](=[O:24])[n:9](-[c:13]3[cH:14][c:15]([C:16](=[O:17])[OH:18])[cH:20][cH:21][c:22]3[CH3:23])[c:10]([CH3:12])[cH:11]2)[cH:25][cH:26][c:27]([F:29])[cH:28]1. Starting materials: FC(COC1=C(CBr)C=CC(=C1)F)(F)F (2-(2,2,2-trifluoroethoxy)-4-fluorobenzyl bromide), [C-]#N.[Na+] (NaCN). Solvent: CN(C)C=O (DMF). Conditions: time 14 hour. Product: FC(COC1=C(C=CC(=C1)F)CC#N)(F)F (2-(2,2,2-trifluoroethoxy)-4-fluorophenyl-acetonitrile). RXN SMILES: [F:1][C:2]([F:15])([F:14])[CH2:3][O:4][C:5]1[CH:12]=[C:11]([F:13])[CH:10]=[CH:9][C:6]=1[CH2:7]Br.[C-:16]#[N:17].[Na+]>CN(C=O)C>[F:1][C:2]([F:15])([F:14])[CH2:3][O:4][C:5]1[CH:12]=[C:11]([F:13])[CH:10]=[CH:9][C:6]=1[CH2:7][C:16]#[N:17] |f:1.2|. Reported procedure: To a stirred solution of 2-(2,2,2-trifluoroethoxy)-4-fluorobenzyl bromide (0.80 g, 2.7 mmol) from Step 3 above in DMF (14 mL) was added NaCN (0.20 g, 4.0 mmol). The mixture was stirred at ambient temperature for 14 h. The solvent was removed under reduced pressure and the residue was partitioned between EtOAc (100 mL) and saturated aqueous NaHCO3 (2×50 mL). The organic phase was dried (MgSO4), filtered, and the solvent was removed under reduced pressure to give 2-(2,2,2-trifluoroethoxy)-4-fluoro... The reactants are CC=1N=C(SC1)NC(=O)C1=NC(=CC=C1NC=1C=NC=CC1)C (6-Methyl-3-(pyridin-3-ylamino)-pyridine-2-carboxylic acid (4-methyl-thiazol-2-yl)-amide), BrC=1C=C(C#N)C=C(C1)F (3-Bromo-5-fluorobenzonitrile). The product is CC=1N=C(SC1)NC(=O)C1=NC(=CC=C1NC1=CC(=CC(=C1)F)C#N)C (3-(3-Cyano-5-fluoro-phenylamino)-6-methyl-pyridine-2-carboxylic acid (4-methyl-thiazol-2-yl)-amide). As a reaction SMILES: [CH3:1][C:2]1[N:3]=[C:4]([NH:7][C:8]([C:10]2[C:15]([NH:16][C:17]3[CH:18]=[N:19][CH:20]=[CH:21][CH:22]=3)=[CH:14][CH:13]=[C:12]([CH3:23])[N:11]=2)=[O:9])[S:5][CH:6]=1.BrC1C=C([CH:30]=[C:31]([F:33])C=1)C#N>>[CH3:1][C:2]1[N:3]=[C:4]([NH:7][C:8]([C:10]2[C:15]([NH:16][C:17]3[CH:18]=[C:31]([F:33])[CH:30]=[C:21]([C:20]#[N:19])[CH:22]=3)=[CH:14][CH:13]=[C:12]([CH3:23])[N:11]=2)=[O:9])[S:5][CH:6]=1. Procedure: The title compound, was prepared from 3-Amino-6-methyl-pyridine-2-carboxylic acid (4-methyl-thiazol-2-yl)-amide (example 14) in accordance with the general method of example 20 using 3-Bromo-5-fluorobenzonitrile instead of 3-Bromo-4-methylpyridine to yield the final compound as a light yellow solid, MS (ISP): m/e=367.9 (M+H+). Starting materials: C=CCOc1cn(C)c2cc(C)ccc2c1=S, Cl. The product is Cc1ccc2c(=S)c(O)cn(C)c2c1. As a reaction SMILES: [CH2:1]([CH:2]=[CH2:3])[O:4][c:5]1[cH:6][n:7]([CH3:17])[c:8]2[cH:9][c:10]([CH3:16])[cH:11][cH:12][c:13]2[c:14]1=[S:15].[ClH:18]>>[OH:4][c:5]1[cH:6][n:7]([CH3:17])[c:8]2[cH:9][c:10]([CH3:16])[cH:11][cH:12][c:13]2[c:14]1=[S:15]. Reactants: [Ag+2], O=c1ccc(Br)c[nH]1, O=C([O-])[O-], ClC(Cl)Cl, CC(C)I. Yields the product CC(C)Oc1ccc(Br)cn1. RXN SMILES: [Ag+2:21].[Br:1][c:2]1[cH:3][cH:4][c:5](=[O:8])[nH:6][cH:7]1.[C:17](=[O:18])([O-:19])[O-:20].[CH:13]([Cl:14])([Cl:15])[Cl:16].[CH:9]([CH3:10])([CH3:11])[I:12]>>[Br:1][c:2]1[cH:3][cH:4][c:5]([O:8][CH:9]([CH3:10])[CH3:11])[n:6][cH:7]1.